This data is from the Open Reaction Database (ORD), a public repository of structured organic reaction records. The task is: describe an organic reaction: reactants, conditions, products, and yield Starting materials: ClC1=NC(=C2N=CN(C2=N1)C1CCCC1)Cl (2,6-dichloro-9-cyclopentylpurine), NCCCCCCCCN (1,8-diaminooctane). Run in C(C)N(CC)CC (triethylamine). Yields the product ClC1=NC(=C2N=CN(C2=N1)C1CCCC1)NCCCCCCCCN (2-Chloro-6-[(8-aminooctyl)amino]-9-cyclopentylpurine). As a reaction SMILES: [Cl:1][C:2]1[N:10]=[C:9]2[C:5]([N:6]=[CH:7][N:8]2[CH:11]2[CH2:15][CH2:14][CH2:13][CH2:12]2)=[C:4](Cl)[N:3]=1.[NH2:17][CH2:18][CH2:19][CH2:20][CH2:21][CH2:22][CH2:23][CH2:24][CH2:25][NH2:26]>C(N(CC)CC)C>[Cl:1][C:2]1[N:10]=[C:9]2[C:5]([N:6]=[CH:7][N:8]2[CH:11]2[CH2:15][CH2:14][CH2:13][CH2:12]2)=[C:4]([NH:17][CH2:18][CH2:19][CH2:20][CH2:21][CH2:22][CH2:23][CH2:24][CH2:25][NH2:26])[N:3]=1. Reported procedure: 2-Chloro-6-[(8-aminooctyl)amino]-9-cyclopentylpurine is prepared from 2,6-dichloro-9-cyclopentylpurine, 1,8-diaminooctane, and triethylamine essentially as described above in Example 1, Scheme A, step b. Starting materials: CCCCC(=CC=CC(=O)OC)c1cccc(OC)c1, CO, CCCCCC, [Na+], [OH-]. Product: CCCCC(=CC=CC(=O)O)c1cccc(OC)c1. RXN SMILES: [CH3:1][O:2][C:3]([CH:4]=[CH:5][CH:6]=[C:7]([CH2:8][CH2:9][CH2:10][CH3:11])[c:12]1[cH:13][c:14]([O:18][CH3:19])[cH:15][cH:16][cH:17]1)=[O:20].[CH3:21][OH:22].[CH3:25][CH2:26][CH2:27][CH2:28][CH2:29][CH3:30].[Na+:24].[OH-:23]>>[O:2]=[C:3]([CH:4]=[CH:5][CH:6]=[C:7]([CH2:8][CH2:9][CH2:10][CH3:11])[c:12]1[cH:13][c:14]([O:18][CH3:19])[cH:15][cH:16][cH:17]1)[OH:20]. Starting materials: C1(CCCC1)C(C#CC1=CC(=C(C=C1)C1(CCC1)C#N)F)(CC=1OC(OC(C1)=O)(C)C)O (1-{4-[3-Cyclopentyl-4-(2,2-dimethyl-6-oxo-6H-[1,3]dioxin-4-yl)-3-hydroxy-but-1-ynyl]-2-fluoro-phenyl}-cyclobutanecarbonitrile), C1(CCCC1)C(C#CC1=CC(=C(C=C1)C1(CC1)C#N)F)(CC=1OC(OC(C1)=O)(C)C)O (1-{4-[3-Cyclopentyl-4-(2,2-dimethyl-6-oxo-6H-[1,3]dioxin-4-yl)-3-hydroxy-but-1-ynyl]-2-fluoro-phenyl}-cyclopropanecarbonitrile). The product is C1(CCCC1)C(CCC1=CC(=C(C=C1)C1(CCC1)C#N)F)(CC=1OC(OC(C1)=O)(C)C)O (1-{4-[3-Cyclopentyl-4-(2,2-dimethyl-6-oxo-6H-[1,3]dioxin-4-yl)-3-hydroxy-butyl]-2-fluoro-phenyl}-cyclobutanecarbonitrile). As a reaction SMILES: [CH:1]1([C:6]([OH:32])([CH2:22][C:23]2[O:24][C:25]([CH3:31])([CH3:30])[O:26][C:27](=[O:29])[CH:28]=2)[C:7]#[C:8][C:9]2[CH:14]=[CH:13][C:12]([C:15]3([C:19]#[N:20])[CH2:18][CH2:17][CH2:16]3)=[C:11]([F:21])[CH:10]=2)[CH2:5][CH2:4][CH2:3][CH2:2]1.C1(C(O)(CC2OC(C)(C)OC(=O)C=2)C#CC2C=CC(C3(C#N)CC3)=C(F)C=2)CCCC1>>[CH:1]1([C:6]([OH:32])([CH2:22][C:23]2[O:24][C:25]([CH3:30])([CH3:31])[O:26][C:27](=[O:29])[CH:28]=2)[CH2:7][CH2:8][C:9]2[CH:14]=[CH:13][C:12]([C:15]3([C:19]#[N:20])[CH2:16][CH2:17][CH2:18]3)=[C:11]([F:21])[CH:10]=2)[CH2:5][CH2:4][CH2:3][CH2:2]1. Procedure: The desired product was prepared analogously to Example A(86) step 6, substituting 1-{4-[3-Cyclopentyl-4-(2,2-dimethyl-6-oxo-6H-[1,3]dioxin-4-yl)-3-hydroxy-but-1-ynyl]-2-fluoro-phenyl}-cyclobutanecarbonitrile (1.200 g, 2.7 mmol) from step 2 above in place of 1-{4-[3-Cyclopentyl-4-(2,2-dimethyl-6-oxo-6H-[1,3]dioxin-4-yl)-3-hydroxy-but-1-ynyl]-2-fluoro-phenyl}-cyclopropanecarbonitrile. Yield: 1.00 g, 84%. Starting materials: NC=1C(=C(C(=O)OC)C=C(C1)Br)C (methyl 3-amino-5-bromo-2-methylbenzoate), CC(=O)C (acetone), C(C)(=O)O (acetic acid), [BH3-]C#N.[Na+] (NaBH3CN). Run in CO (methanol). Conditions: time 2 hour. Yields the product BrC=1C=C(C(=C(C(=O)OC)C1)C)NC(C)C (methyl 5-bromo-3-(isopropylamino)-2-methylbenzoate). Isolated yield 80.0%. Reaction SMILES: [NH2:1][C:2]1[C:3]([CH3:13])=[C:4]([CH:9]=[C:10]([Br:12])[CH:11]=1)[C:5]([O:7][CH3:8])=[O:6].[CH3:14][C:15]([CH3:17])=O.C(O)(=O)C.[BH3-]C#N.[Na+]>CO>[Br:12][C:10]1[CH:11]=[C:2]([NH:1][CH:15]([CH3:17])[CH3:14])[C:3]([CH3:13])=[C:4]([CH:9]=1)[C:5]([O:7][CH3:8])=[O:6] |f:3.4|. Procedure details: To a stirred solution of methyl 3-amino-5-bromo-2-methylbenzoate (1 equiv.) in methanol (5 mL), acetone (5 equiv.) and acetic acid (2 equiv.) were added and reaction mixture stirred at room temperature for 2 h. Then NaBH3CN (3 equiv.) was added at 0° C. The resulting reaction mixture was stirred further for 16 h at room temperature. On completion, solvent was evaporated and water added to the residue and the extracted with ethyl acetate. The combined organic layers were dried over sodium sulfate... The reactants are C(C1=CC=CC=C1)OC1=C(C=C(C(=O)OCC)C=C1C(F)(F)F)OC (Ethyl 4-benzyloxy-3-methoxy-5-trifluoromethylbenzoate), O.[OH-].[Li+] (lithium hydroxide monohydrate). Solvent: O1CCCC1 (tetrahydrofuran), O (water). Run at temperature 60 celsius, time 3 hour. Product: C(C1=CC=CC=C1)OC1=C(C=C(C(=O)O)C=C1C(F)(F)F)OC (4-benzyloxy-3-methoxy-5-trifluoromethylbenzoic acid). Yield: 93.5%. As a reaction SMILES: [CH2:1]([O:8][C:9]1[C:19]([C:20]([F:23])([F:22])[F:21])=[CH:18][C:12]([C:13]([O:15]CC)=[O:14])=[CH:11][C:10]=1[O:24][CH3:25])[C:2]1[CH:7]=[CH:6][CH:5]=[CH:4][CH:3]=1.O.[OH-].[Li+]>O1CCCC1.O>[CH2:1]([O:8][C:9]1[C:19]([C:20]([F:21])([F:22])[F:23])=[CH:18][C:12]([C:13]([OH:15])=[O:14])=[CH:11][C:10]=1[O:24][CH3:25])[C:2]1[CH:3]=[CH:4][CH:5]=[CH:6][CH:7]=1 |f:1.2.3|. Procedure details: Ethyl 4-benzyloxy-3-methoxy-5-trifluoromethylbenzoate (704 mg) was dissolved in tetrahydrofuran (6 mL) and water (2 mL), and lithium hydroxide monohydrate (333 mg) was added to the solution, and then the mixture was stirred at 60° C. for 3 hours. After the organic solvent was distilled off, the mixture was acidified with 1N hydrochloric acid and then extracted with ethyl acetate. The organic layer was washed with saturated brine, and then dried over anhydrous sodium sulfate. The solvent was dist... The yield is 85.1%. Solvent: C(C)(=O)O (acetic acid). Product: N1(CCCCC1)CC1=CC(=NC=C1)OC\C=C/CNC(CCS)=O (N-[4-(4-Piperidinomethyl-2-pyridyloxy)-cis-2-butenyl]3-(mercapto)propionamide). Reactants: N1(CCCCC1)CC1=CC(=NC=C1)OC\C=C/CNC(CCSC(C)=O)=O (N-[4-(4-piperidinomethyl-2-pyridyloxy)-cis-2-butenyl]-3-(acetylthio)propionamide), C[O-].[Na+] (sodium methoxide), CO (methanol). Conditions: time 20 minute. RXN SMILES: [N:1]1([CH2:7][C:8]2[CH:13]=[CH:12][N:11]=[C:10]([O:14][CH2:15]/[CH:16]=[CH:17]\[CH2:18][NH:19][C:20](=[O:27])[CH2:21][CH2:22][S:23]C(=O)C)[CH:9]=2)[CH2:6][CH2:5][CH2:4][CH2:3][CH2:2]1.C[O-].[Na+].CO>C(O)(=O)C>[N:1]1([CH2:7][C:8]2[CH:13]=[CH:12][N:11]=[C:10]([O:14][CH2:15]/[CH:16]=[CH:17]\[CH2:18][NH:19][C:20](=[O:27])[CH2:21][CH2:22][SH:23])[CH:9]=2)[CH2:6][CH2:5][CH2:4][CH2:3][CH2:2]1 |f:1.2|. Procedure details: 1.0 g of N-[4-(4-piperidinomethyl-2-pyridyloxy)-cis-2-butenyl]-3-(acetylthio)propionamide [prepared as described in step (a) above] and 0.49 g of a 28% w/v methanolic solution of sodium methoxide were added to 20 ml of methanol, whilst ice-cooling, and the mixture was stirred at the same temperature for 20 minutes. At the end of this time, 0.15 ml of acetic acid was added, and the solvent was removed by distillation under reduced pressure. The residue was dissolved in ethyl acetate, washed with ... Reactants: CCOC(=O)CCC(C)(C)c1cccc(OC)c1, C[Si](C)(C)[NH-], C[Si](C)(C)[NH-], Cc1ccccc1, [Cl-], [K+], [K+], [NH4+], C1CCOC1. Yields the product CCOC(=O)C(O)CC(C)(C)c1cccc(OC)c1. Reaction SMILES: [CH2:1]([CH3:2])[O:3][C:4]([CH2:5][CH2:6][C:7]([CH3:8])([CH3:9])[c:10]1[cH:11][c:12]([O:16][CH3:17])[cH:13][cH:14][cH:15]1)=[O:18].[CH3:19][Si:20]([NH-:21])([CH3:22])[CH3:23].[CH3:24][Si:25]([NH-:26])([CH3:27])[CH3:28].[CH3:38][c:39]1[cH:40][cH:41][cH:42][cH:43][cH:44]1.[Cl-:31].[K+:29].[K+:30].[NH4+:32].[O:33]1[CH2:34][CH2:35][CH2:36][CH2:37]1>>[CH2:1]([CH3:2])[O:3][C:4]([CH:5]([CH2:6][C:7]([CH3:8])([CH3:9])[c:10]1[cH:11][c:12]([O:16][CH3:17])[cH:13][cH:14][cH:15]1)[OH:33])=[O:18]. Reactants: Cc1cc(-c2cccc(C(F)(F)F)c2)c(C(=O)N2CCN(C(=O)OC(C)(C)C)CC2)nc1C(=O)N1CCC(N2CCCC2)CC1, CO, Cl, C1COCCO1. The product is Cc1cc(-c2cccc(C(F)(F)F)c2)c(C(=O)N2CCNCC2)nc1C(=O)N1CCC(N2CCCC2)CC1. RXN SMILES: [C:1]([O:2][C:3](=[O:4])[N:8]1[CH2:9][CH2:10][N:11]([C:14](=[O:15])[c:16]2[n:17][c:18]([C:33](=[O:34])[N:35]3[CH2:36][CH2:37][CH:38]([N:41]4[CH2:42][CH2:43][CH2:44][CH2:45]4)[CH2:39][CH2:40]3)[c:19]([CH3:32])[cH:20][c:21]2-[c:22]2[cH:23][c:24]([C:28]([F:29])([F:30])[F:31])[cH:25][cH:26][cH:27]2)[CH2:12][CH2:13]1)([CH3:5])([CH3:6])[CH3:7].[CH3:53][OH:54].[ClH:46].[O:47]1[CH2:48][CH2:49][O:50][CH2:51][CH2:52]1>>[NH:8]1[CH2:9][CH2:10][N:11]([C:14](=[O:15])[c:16]2[n:17][c:18]([C:33](=[O:34])[N:35]3[CH2:36][CH2:37][CH:38]([N:41]4[CH2:42][CH2:43][CH2:44][CH2:45]4)[CH2:39][CH2:40]3)[c:19]([CH3:32])[cH:20][c:21]2-[c:22]2[cH:23][c:24]([C:28]([F:29])([F:30])[F:31])[cH:25][cH:26][cH:27]2)[CH2:12][CH2:13]1. The reactants are C([O-])(O)=O.[Na+] (sodium bicarbonate), Cl.ClC=1C=CC2=C(C=C(O2)S(=O)(=O)N2CC(N(CC2)CC2CCNCC2)=O)C1 (4-(5-chlorobenzofuran-2-sulfonyl)-1-(piperidin-4-ylmethyl)-2-piperazinone hydrochloride), Cl.ClC1=NC=CC=C1 (chloropyridine hydrochloride). Product: ClC=1C=CC2=C(C=C(O2)S(=O)(=O)N2CC(N(CC2)CC2CCN(CC2)C2=CC=NC=C2)=O)C1 (4-(5-chlorobenzofuran-2-sulfonyl)-1-[1-(4-pyridyl)piperidin-4-ylmethyl]-2-piperazinone). Yield: 37.1%. As a reaction SMILES: C(=O)(O)[O-].[Na+].Cl.[Cl:7][C:8]1[CH:9]=[CH:10][C:11]2[O:15][C:14]([S:16]([N:19]3[CH2:24][CH2:23][N:22]([CH2:25][CH:26]4[CH2:31][CH2:30][NH:29][CH2:28][CH2:27]4)[C:21](=[O:32])[CH2:20]3)(=[O:18])=[O:17])=[CH:13][C:12]=2[CH:33]=1.Cl.Cl[C:36]1[CH:41]=[CH:40][CH:39]=[CH:38][N:37]=1>>[Cl:7][C:8]1[CH:9]=[CH:10][C:11]2[O:15][C:14]([S:16]([N:19]3[CH2:24][CH2:23][N:22]([CH2:25][CH:26]4[CH2:27][CH2:28][N:29]([C:40]5[CH:39]=[CH:38][N:37]=[CH:36][CH:41]=5)[CH2:30][CH2:31]4)[C:21](=[O:32])[CH2:20]3)(=[O:18])=[O:17])=[CH:13][C:12]=2[CH:33]=1 |f:0.1,2.3,4.5|. Reported procedure: To sodium bicarbonate solution were added 4-(5-chlorobenzofuran-2-sulfonyl)-1-(piperidin-4-ylmethyl)-2-piperazinone hydrochloride (215 mg) and chloropyridine hydrochloride (144 mg), and the mixture was extracted with dichloromethane (twice), dried and concentrated. To the residue was added isoamylalcohol (15 ml), and the mixture was allowed to react at 130° C. for 15 hours. The reaction solution was concentrated, and the residue was dissolved in dichloromethane. The solution was washed with 1N s... The solvent is CO (methanol). Product: CN1N=C2C(=C1)OC1(CC2=O)CCNCC1 (2′-Methyl-2′H-spiro[piperidine-4,5′-pyrano[3,2-c]pyrazol]-7′(6′H)-one). Procedure: Pyrrolidine (3.0 g, 3.5 mL, 42 mmol) was added to a solution of 1-(4-hydroxy-1-methyl-1H-pyrazol-3-yl)ethanone (5.93 g, 42.3 mmol) in methanol (50 mL). The mixture was stirred at room temperature for 2 hours before addition of N-Boc-piperidone (8.43 g, 42.3 mmol). The mixture was stirred at room temperature overnight before concentration to dryness. The crude material was purified by CombiFlash (120 g column, 30-50% EtOAc/hexanes gradient) to afford desired product containing unreacted starting ... Reaction conditions: time 8 hour. RXN SMILES: N1CCCC1.[OH:6][C:7]1[C:8]([C:13](=[O:15])[CH3:14])=[N:9][N:10]([CH3:12])[CH:11]=1.C([N:23]1[CH2:28][CH2:27][CH2:26][CH2:25][C:24]1=O)(OC(C)(C)C)=O>CO>[CH3:12][N:10]1[CH:11]=[C:7]2[O:6][C:26]3([CH2:27][CH2:28][NH:23][CH2:24][CH2:25]3)[CH2:14][C:13](=[O:15])[C:8]2=[N:9]1. The reactants are N1CCCC1 (Pyrrolidine), OC=1C(=NN(C1)C)C(C)=O (1-(4-hydroxy-1-methyl-1H-pyrazol-3-yl)ethanone), C(=O)(OC(C)(C)C)N1C(CCCC1)=O (N-Boc-piperidone).